From a dataset of the Open Reaction Database (ORD), a public repository of structured organic reaction records. describe an organic reaction: reactants, conditions, products, and yield Starting materials: Fc1ccc(C2C(OCc3cc(C(F)(F)F)cc(C(F)(F)F)c3)OCCN2Cc2ccccc2)cc1, ClCCl, Cc1ccccc1, C1CCOC1. The product is C=C(OC1OCCN(Cc2ccccc2)C1c1ccc(F)cc1)c1cc(C(F)(F)F)cc(C(F)(F)F)c1. As a reaction SMILES: [CH2:1]([c:2]1[cH:3][cH:4][cH:5][cH:6][cH:7]1)[N:8]1[CH:9]([c:30]2[cH:31][cH:32][c:33]([F:36])[cH:34][cH:35]2)[CH:10]([O:14][CH2:15][c:16]2[cH:17][c:18]([C:26]([F:27])([F:28])[F:29])[cH:19][c:20]([C:22]([F:23])([F:24])[F:25])[cH:21]2)[O:11][CH2:12][CH2:13]1.[CH2:49]([Cl:50])[Cl:51].[CH3:42][c:43]1[cH:44][cH:45][cH:46][cH:47][cH:48]1.[O:37]1[CH2:38][CH2:41][CH2:40][CH2:39]1>>[CH2:1]([c:2]1[cH:3][cH:4][cH:5][cH:6][cH:7]1)[N:8]1[CH:9]([c:30]2[cH:31][cH:32][c:33]([F:36])[cH:34][cH:35]2)[CH:10]([O:14][C:15]([c:16]2[cH:17][c:18]([C:26]([F:27])([F:28])[F:29])[cH:19][c:20]([C:22]([F:23])([F:24])[F:25])[cH:21]2)=[CH2:38])[O:11][CH2:12][CH2:13]1. Reactants: [Al+3], CC(=O)Nc1c(C)nn(C)c1C, [H-], [H-], [H-], [H-], [Li+], [Na+], [Na+], [Na+], O=S(=O)([O-])[O-], [OH-], O. Yields the product CCNc1c(C)nn(C)c1C. Reaction SMILES: [Al+3:2].[C:7]([CH3:8])(=[O:9])[NH:10][c:11]1[c:12]([CH3:18])[n:13][n:14]([CH3:17])[c:15]1[CH3:16].[H-:1].[H-:4].[H-:5].[H-:6].[Li+:3].[Na+:20].[Na+:21].[Na+:22].[O-:23][S:24]([O-:25])(=[O:26])=[O:27].[OH-:19].[OH2:28]>>[CH2:7]([CH3:8])[NH:10][c:11]1[c:12]([CH3:18])[n:13][n:14]([CH3:17])[c:15]1[CH3:16]. Reactants: C(C(=O)O)(=O)O.N1(CCCC1)CCOC1=CC=C(CC=2C3=C(SC2C2=CC=C(C=C2)OC[C@H]2NC(CC2)=O)C=CC=C3)C=C1 ((S)-3-[4-[2-(1-Pyrrolidinyl)ethoxy]benzyl]-2-[4-(5-oxopyrrolidin-2-ylmethoxy)phenyl]benzo[b]thiophene Oxalate), B(Br)(Br)Br (BBr3). Run in C(Cl)Cl (CH2Cl2). Run at time 2.5 hour. Product: C(C(=O)O)(=O)O.COC=1C=C(CC=2C3=C(SC2C2=CC=C(C=C2)OC[C@@H]2NC(CC2)=O)C=CC=C3)C=CC1OCCN1CCCC1 ((R)-3-[3-Methoxy-4-[2-(1-pyrrolidinyl)-ethoxy]benzyl]-2-[4-(5-oxopyrrolidin-2-ylmethoxy)phenyl]-benzo[b]thiophene Oxalate). RXN SMILES: [C:1]([OH:6])(=[O:5])[C:2]([OH:4])=[O:3].[N:7]1([CH2:12][CH2:13][O:14][C:15]2[CH:44]=[CH:43][C:18]([CH2:19][C:20]3[C:21]4[CH:42]=[CH:41][CH:40]=[CH:39][C:22]=4[S:23][C:24]=3[C:25]3[CH:30]=[CH:29][C:28]([O:31][CH2:32][C@@H:33]4[CH2:37][CH2:36][C:35](=[O:38])[NH:34]4)=[CH:27][CH:26]=3)=[CH:17][CH:16]=2)[CH2:11][CH2:10][CH2:9][CH2:8]1.B(Br)(Br)Br>C(Cl)Cl>[C:1]([OH:6])(=[O:5])[C:2]([OH:4])=[O:3].[CH3:2][O:3][C:16]1[CH:17]=[C:18]([CH:43]=[CH:44][C:15]=1[O:14][CH2:13][CH2:12][N:7]1[CH2:11][CH2:10][CH2:9][CH2:8]1)[CH2:19][C:20]1[C:21]2[CH:42]=[CH:41][CH:40]=[CH:39][C:22]=2[S:23][C:24]=1[C:25]1[CH:26]=[CH:27][C:28]([O:31][CH2:32][C@H:33]2[CH2:37][CH2:36][C:35](=[O:38])[NH:34]2)=[CH:29][CH:30]=1 |f:0.1,4.5|. Reported procedure: A 0° C. slurry of 12.0 g (49.9 mmol) of 2-(4-methoxy-phenyl)benzo[b]thiophene (Example 3; Part C, above) in 250 mL of CH2Cl2 was treated with 25 g (99.8 mmol) of BBr3 in a dropwise manner. The reaction was stirred for 2.5 h and was quenched by the careful addition of 30 mL of MeOH. The mixture was concentrated in vacuo and the residue recrytallized from MeOH to afford 7.94 g (35.1 mmol; 70%) of the title compound as a white solid. The reactants are Cl (HCl), C(C)OC(=O)C=1N(C2=CC=C(C=C2C1CN(C)C(=O)OC)F)CC1=CC=CC2=CC=C(C=C12)F (5-fluoro-1-(7-fluoro-naphthalen-1-ylmethyl)-3-[(methoxycarbonyl-methyl-amino)-methyl]-1H-indole-2-carboxylic acid ethyl ester). Yields the product C(C)OC(=O)C=1N(C2=CC=C(C=C2C1CN)F)CC1=CC=CC2=CC=C(C=C12)F (3-Aminomethyl-5-fluoro-1-(7-fluoro-naphthalen-1-ylmethyl)-1H-indole-2-carboxylic acid ethyl ester). As a reaction SMILES: Cl.[CH2:2]([O:4][C:5]([C:7]1[N:8]([CH2:24][C:25]2[C:34]3[C:29](=[CH:30][CH:31]=[C:32]([F:35])[CH:33]=3)[CH:28]=[CH:27][CH:26]=2)[C:9]2[C:14]([C:15]=1[CH2:16][N:17](C(OC)=O)C)=[CH:13][C:12]([F:23])=[CH:11][CH:10]=2)=[O:6])[CH3:3]>>[CH2:2]([O:4][C:5]([C:7]1[N:8]([CH2:24][C:25]2[C:34]3[C:29](=[CH:30][CH:31]=[C:32]([F:35])[CH:33]=3)[CH:28]=[CH:27][CH:26]=2)[C:9]2[C:14]([C:15]=1[CH2:16][NH2:17])=[CH:13][C:12]([F:23])=[CH:11][CH:10]=2)=[O:6])[CH3:3]. Procedure: salt with HCl (prepared according to Example 104.2.) was converted to 5-fluoro-1-(7-fluoro-naphthalen-1-ylmethyl)-3-[(methoxycarbonyl-methyl-amino)-methyl]-1H-indole-2-carboxylic acid ethyl ester as described in Example 77.1. which was hydrolyzed as described in the general procedure B (Exp. 2.2) to give the title compound as a colorless solid. MS: 437.5 ([M−H]−). Starting materials: FC1=CC(=C(C=C1)NC1=NC(=NC=C1C(F)(F)F)NC1=C(C=C(CP(OCC)(OCC)=O)C=C1)OC)C(NC)=O (Diethyl (4-{[4-{[4-fluoro-2-(methylcarbamoyl)-phenyl]amino}-5-(trifluoromethyl)pyrimidin-2-yl]amino}-3-methoxybenzyl)phosphonate), NC1=C(C(=O)NC)C(=CC=C1)F (2-amino-6-fluoro-N-methylbenzamide), ClC1=NC(=NC=C1C(F)(F)F)NC1=C(C=C(CP(OCC)(OCC)=O)C=C1)OC (diethyl (4-{[4-chloro-5-(trifluoromethyl)pyrimidin-2-yl]amino}-3-methoxybenzyl)phosphonate), NC1=C(C(=O)NC)C(=CC=C1)F (2-amino-6-fluoro-N-methylbenzamide). The product is FC=1C(=C(C=CC1)NC1=NC(=NC=C1C(F)(F)F)NC1=C(C=C(CP(OCC)(OCC)=O)C=C1)OC)C(NC)=O (diethyl (4-{[4-{[3-fluoro-2-(methylcarbamoyl)phenyl]amino}-5-(trifluoromethyl)pyrimidin-2-yl]amino}-3-methoxybenzyl)phosphonate). As a reaction SMILES: F[C:2]1[CH:7]=[CH:6][C:5]([NH:8][C:9]2[C:14]([C:15]([F:18])([F:17])[F:16])=[CH:13][N:12]=[C:11]([NH:19][C:20]3[CH:34]=[CH:33][C:23]([CH2:24][P:25](=[O:32])([O:29][CH2:30][CH3:31])[O:26][CH2:27][CH3:28])=[CH:22][C:21]=3[O:35][CH3:36])[N:10]=2)=[C:4]([C:37](=[O:40])[NH:38][CH3:39])[CH:3]=1.ClC1C(C(F)(F)[F:49])=CN=C(NC2C=CC(CP(=O)(OCC)OCC)=CC=2OC)N=1.NC1C=CC=C(F)C=1C(NC)=O>>[F:49][C:3]1[C:4]([C:37](=[O:40])[NH:38][CH3:39])=[C:5]([NH:8][C:9]2[C:14]([C:15]([F:16])([F:18])[F:17])=[CH:13][N:12]=[C:11]([NH:19][C:20]3[CH:34]=[CH:33][C:23]([CH2:24][P:25](=[O:32])([O:26][CH2:27][CH3:28])[O:29][CH2:30][CH3:31])=[CH:22][C:21]=3[O:35][CH3:36])[N:10]=2)[CH:6]=[CH:7][CH:2]=1. Procedure: The title compound was prepared according to the procedure from Example 102 (Diethyl (4-{[4-{[4-fluoro-2-(methylcarbamoyl)-phenyl]amino}-5-(trifluoromethyl)pyrimidin-2-yl]amino}-3-methoxybenzyl)phosphonate) using diethyl (4-{[4-chloro-5-(trifluoromethyl)pyrimidin-2-yl]amino}-3-methoxybenzyl)phosphonate and 2-amino-6-fluoro-N-methylbenzamide (Compound 155A). 1H NMR (DMSO-d6, 400 MHz): δ=1.19 (t, J=7.07 Hz, 6 H), 2.76 (d, J=4.80 Hz, 3 H), 3.19-3.27 (m, 2 H), 3.76 (s, 3 H), 3.93-4.02 (m, 4 H), 6.78... Starting materials: O=C([O-])O, COc1ccccc1COCCCOc1ccc(C2CCN(C(=O)OC(C)(C)C)CC2OCCOS(=O)(=O)c2ccc(C)cc2)cc1, CC(=O)NCCc1c[nH]c2ccccc12, CN(C)C=O, [H-], [Na+], [Na+]. Yields the product COc1ccccc1COCCCOc1ccc(C2CCN(C(=O)OC(C)(C)C)CC2OCCn2cc(CCNC(C)=O)c3ccccc32)cc1. As a reaction SMILES: [C:65](=[O:66])([OH:67])[O-:68].[CH3:1][O:2][c:3]1[c:4]([CH2:5][O:6][CH2:7][CH2:8][CH2:9][O:10][c:11]2[cH:12][cH:13][c:14]([CH:17]3[CH:18]([O:30][CH2:31][CH2:32][O:33][S:34]([c:35]4[cH:36][cH:37][c:38]([CH3:39])[cH:40][cH:41]4)(=[O:42])=[O:43])[CH2:19][N:20]([C:23](=[O:24])[O:25][C:26]([CH3:27])([CH3:28])[CH3:29])[CH2:21][CH2:22]3)[cH:15][cH:16]2)[cH:44][cH:45][cH:46][cH:47]1.[CH3:48][C:49](=[O:50])[NH:51][CH2:52][CH2:53][c:54]1[cH:55][nH:56][c:57]2[cH:58][cH:59][cH:60][cH:61][c:62]12.[CH3:70][N:71]([CH3:72])[CH:73]=[O:74].[H-:63].[Na+:64].[Na+:69]>>[CH3:1][O:2][c:3]1[c:4]([CH2:5][O:6][CH2:7][CH2:8][CH2:9][O:10][c:11]2[cH:12][cH:13][c:14]([CH:17]3[CH:18]([O:30][CH2:31][CH2:32][n:56]4[cH:55][c:54]([CH2:53][CH2:52][NH:51][C:49]([CH3:48])=[O:50])[c:62]5[c:57]4[cH:58][cH:59][cH:60][cH:61]5)[CH2:19][N:20]([C:23](=[O:24])[O:25][C:26]([CH3:27])([CH3:28])[CH3:29])[CH2:21][CH2:22]3)[cH:15][cH:16]2)[cH:44][cH:45][cH:46][cH:47]1. The reactants are C1CCOC1, [Li]CCCC, Clc1ccnc2ccsc12, CI. The product is Cc1cc2nccc(Cl)c2s1. As a reaction SMILES: [CH2:18]1[O:19][CH2:20][CH2:21][CH2:22]1.[CH2:1]([Li:2])[CH2:3][CH2:4][CH3:5].[Cl:6][c:7]1[c:8]2[c:9]([n:10][cH:11][cH:12]1)[cH:13][cH:14][s:15]2.[I:16][CH3:17]>>[CH3:1][c:14]1[cH:13][c:9]2[c:8]([c:7]([Cl:6])[cH:12][cH:11][n:10]2)[s:15]1.